Dataset: the Open Reaction Database (ORD), a public repository of structured organic reaction records. Task: describe an organic reaction: reactants, conditions, products, and yield The solvent is CC(=O)C (acetone). Reaction conditions: time 14 hour. Procedure details: A mixture of 4-hydroxyindole (100 mg, 0.75 mmol), 5-chloromethyl-4-methyl-2-(4-trifluoromethyl-phenyl)-thiazole (219 mg, 0.75 mmol; PCT Int. Appl. (2002), WO 0262774 A1), cesium carbonate (489 mg, 1.5 mmol) and a trace of potassium iodide were suspended in acetone (10 ml). The suspension was stirred at ambient temperature for 14 h, the solvent evaporated under reduced pressure and the residue dissolved in 1 N HCl/ice water 1/1 and ethyl acetate. The layers were separated and the aqueous layer wa... The reactants are OC1=C2C=CNC2=CC=C1 (4-hydroxyindole), ClCC1=C(N=C(S1)C1=CC=C(C=C1)C(F)(F)F)C (5-chloromethyl-4-methyl-2-(4-trifluoromethyl-phenyl)-thiazole), C([O-])([O-])=O.[Cs+].[Cs+] (cesium carbonate), [I-].[K+] (potassium iodide). The yield is 44.0%. The product is CC=1N=C(SC1COC1=C2C=CNC2=CC=C1)C1=CC=C(C=C1)C(F)(F)F (4-[4-Methyl-2-(4-trifluoromethyl-phenyl)-thiazol-5-ylmethoxy]-1H-indole). Reaction SMILES: [OH:1][C:2]1[CH:10]=[CH:9][CH:8]=[C:7]2[C:3]=1[CH:4]=[CH:5][NH:6]2.Cl[CH2:12][C:13]1[S:17][C:16]([C:18]2[CH:23]=[CH:22][C:21]([C:24]([F:27])([F:26])[F:25])=[CH:20][CH:19]=2)=[N:15][C:14]=1[CH3:28].C(=O)([O-])[O-].[Cs+].[Cs+].[I-].[K+]>CC(C)=O>[CH3:28][C:14]1[N:15]=[C:16]([C:18]2[CH:19]=[CH:20][C:21]([C:24]([F:27])([F:26])[F:25])=[CH:22][CH:23]=2)[S:17][C:13]=1[CH2:12][O:1][C:2]1[CH:10]=[CH:9][CH:8]=[C:7]2[C:3]=1[CH:4]=[CH:5][NH:6]2 |f:2.3.4,5.6|.